Dataset: the Open Reaction Database (ORD), a public repository of structured organic reaction records. Task: describe an organic reaction: reactants, conditions, products, and yield The product is C(C1=CC=CC=C1)OC=1C=C2CC(N(C2=CC1)C(OCC)OCC)=O (5-benzyloxy-1-diethoxymethyloxindole). Run at time 3 hour. RXN SMILES: [CH2:1]([O:8][C:9]1[CH:10]=[C:11]2[C:15](=[CH:16][CH:17]=1)[NH:14][C:13](=[O:18])[CH2:12]2)[C:2]1[CH:7]=[CH:6][CH:5]=[CH:4][CH:3]=1.[CH:19](OCC)([O:23][CH2:24][CH3:25])[O:20][CH2:21][CH3:22]>>[CH2:1]([O:8][C:9]1[CH:10]=[C:11]2[C:15](=[CH:16][CH:17]=1)[N:14]([CH:19]([O:23][CH2:24][CH3:25])[O:20][CH2:21][CH3:22])[C:13](=[O:18])[CH2:12]2)[C:2]1[CH:3]=[CH:4][CH:5]=[CH:6][CH:7]=1. Yield: 73.0%. Procedure: A mixture of 5-benzyloxyoxindole (1.88 g, 7.9 mmol), (EP 0636608 A1), and triethyl orthoformate (180 ml) was heated at reflux with stirring for 3 hours. The volatiles were removed by evaporation and the residue was purified by column flash chromatography using petroleum ether/ether (7/3) as eluent. Evaporation of the solvents lead to a crystalline material which was collected by filtration and dried under vacuum to give 5-benzyloxy-1-diethoxymethyloxindole (1.96 g, 73%). The reactants are C(C1=CC=CC=C1)OC=1C=C2CC(NC2=CC1)=O (5-benzyloxyoxindole), C(OCC)(OCC)OCC (triethyl orthoformate). Reactants: [Si](C1=CC=CC=C1)(C1=CC=CC=C1)(C(C)(C)C)OC[C@H](CON1C2=NC=NC(=C2N=C1)N)OCP(=O)(OCC)OCC ((S)-9-[3-(t-Butyldiphenylsilyloxy)-2-(diethoxyphosphorylmethoxy)propoxy]adenine), CCCCCC (Hexane). Solvent: FC(C(=O)O)(F)F.O (trifluoroacetic acid water). Run at time 3 hour. Yields the product C(C)OP(=O)(OCC)CO[C@@H](CON1C2=NC=NC(=C2N=C1)N)CO ((R)-9-[2-(diethoxyphosphorylmethoxy)-3-hydroxypropoxy]adenine). Yield: 79.9%. RXN SMILES: [Si]([O:18][CH2:19][C@@H:20]([O:33][CH2:34][P:35]([O:40][CH2:41][CH3:42])([O:37][CH2:38][CH3:39])=[O:36])[CH2:21][O:22][N:23]1[CH:31]=[N:30][C:29]2[C:24]1=[N:25][CH:26]=[N:27][C:28]=2[NH2:32])(C(C)(C)C)(C1C=CC=CC=1)C1C=CC=CC=1.CCCCCC>FC(F)(F)C(O)=O.O>[CH2:41]([O:40][P:35]([CH2:34][O:33][C@H:20]([CH2:19][OH:18])[CH2:21][O:22][N:23]1[CH:31]=[N:30][C:29]2[C:24]1=[N:25][CH:26]=[N:27][C:28]=2[NH2:32])([O:37][CH2:38][CH3:39])=[O:36])[CH3:42] |f:2.3|. Procedure: (S)-9-[3-(t-Butyldiphenylsilyloxy)-2-(diethoxyphosphorylmethoxy)propoxy]adenine (0.61 g, 1 mmol) was dissolved in trifluoroacetic acid/water, 2:1 (6 ml) and the solution stirred at ambient temperature for 3 hours. Hexane (10 ml) was added and the mixture shaken. The aqueous phase was separated, washed once more with hexane (10 ml) and evaporated to dryness. The residue was treated with ethanolic ammonia solution (5 ml), at ambient temperature, for 5 minutes after which the solution was evaporate... Reactants: desired subtitle intermediate, C(#N)C=1C=C(C(=O)Cl)C=CC1 (3-cyanobenzoyl chloride), ice water hydrochloric acid, [Cl-].[Al+3].[Cl-].[Cl-] (aluminum chloride), C1(=CC=CC=C1)OC (anisole). Solvent: C(Cl)Cl (methylene chloride), C(Cl)Cl (methylene chloride). Run at time 8 hour. The product is C(#N)C=1C=C(C(=O)C2=CC=C(C=C2)OC)C=CC1 (4-(3-cyanobenzoyl)anisole). Reaction SMILES: [C:1]([C:3]1[CH:4]=[C:5]([CH:9]=[CH:10][CH:11]=1)[C:6](Cl)=[O:7])#[N:2].[Cl-].[Al+3].[Cl-].[Cl-].[C:16]1([O:22][CH3:23])[CH:21]=[CH:20][CH:19]=[CH:18][CH:17]=1>C(Cl)Cl>[C:1]([C:3]1[CH:4]=[C:5]([CH:9]=[CH:10][CH:11]=1)[C:6]([C:19]1[CH:20]=[CH:21][C:16]([O:22][CH3:23])=[CH:17][CH:18]=1)=[O:7])#[N:2] |f:1.2.3.4|. Procedure: Under a nitrogen atmosphere, 16.5 g. of 3-cyanobenzoyl chloride were added to 80 ml. of methylene chloride. The temperature was brought to approximately 0° C. by means of an external ice bath and kept cold while 20 g. of aluminum chloride were added in portions. A solution of 10.8 g. of anisole in 20 ml. of methylene chloride were added to the reaction solution. The mixture was allowed to warm to room temperature and stirred overnight. The mixture was poured into a mixture of ice water/hydrochlo...